From a dataset of the Open Reaction Database (ORD), a public repository of structured organic reaction records. describe an organic reaction: reactants, conditions, products, and yield Reactants: COc1cc2c(cn1)Oc1ccc(Br)cc1C21COCC(N)=N1, OB(O)c1ccc(F)c(F)c1, [K+], [K+], [K+], O=P([O-])([O-])[O-]. Yields the product COc1cc2c(cn1)Oc1ccc(-c3ccc(F)c(F)c3)cc1C21COCC(N)=N1. As a reaction SMILES: [Br:1][c:2]1[cH:3][c:4]2[c:15]([cH:16][cH:17]1)[O:14][c:7]1[c:6]([cH:11][c:10]([O:12][CH3:13])[n:9][cH:8]1)[C:5]21[CH2:18][O:19][CH2:20][C:21]([NH2:23])=[N:22]1.[F:24][c:25]1[cH:26][c:27]([B:32]([OH:33])[OH:34])[cH:28][cH:29][c:30]1[F:31].[K+:40].[K+:41].[K+:42].[P:35]([O-:36])([O-:37])([O-:38])=[O:39]>>[c:2]1(-[c:27]2[cH:26][c:25]([F:24])[c:30]([F:31])[cH:29][cH:28]2)[cH:3][c:4]2[c:15]([cH:16][cH:17]1)[O:14][c:7]1[c:6]([cH:11][c:10]([O:12][CH3:13])[n:9][cH:8]1)[C:5]21[CH2:18][O:19][CH2:20][C:21]([NH2:23])=[N:22]1. Reported procedure: The title compound was prepared in a similar manner as described for Intermediate 185a, from 4-(4-cyano-phenoxy)-2,2-dimethyl-2,3-dihydro-benzofuran-6-carboxylic acid (2-methyl-2H-[1,2,3]triazol-4-yl)-amide (188a) (130 mg, 0.334 mmol) and used without further purification for the next step. Yields the product CN1N=CC(=N1)NC(=O)C1=CC2=C(CC(O2)(C)C)C(=C1)OC1=CC=C(C=C1)C(NO)=N (4-[4-(N-Hydroxycarbamimidoyl)-phenoxy]-2,2-dimethyl-2,3-dihydro-benzofuran-6-carboxylic acid (2-methyl-2H-[1,2,3]triazol-4-yl)-amide). Reactants: CN1N=C(C=C1)NC(=O)C1=CC2=C(CC(O2)(C)C)C(=C1)OC1=CC(=C(C=C1)C(NO)=N)F (4-[3-fluoro-4-(N-hydroxycarbamimidoyl)-phenoxy]-2,2-dimethyl-2,3-dihydro-benzofuran-6-carboxylic acid (1-methyl-1H-pyrazol-3-yl)-amide), CN1N=CC(=N1)NC(=O)C1=CC2=C(CC(O2)(C)C)C(=C1)OC1=CC=C(C=C1)C#N (4-(4-cyano-phenoxy)-2,2-dimethyl-2,3-dihydro-benzofuran-6-carboxylic acid (2-methyl-2H-[1,2,3]triazol-4-yl)-amide). As a reaction SMILES: C[N:2]1[CH:6]=[CH:5][C:4]([NH:7][C:8]([C:10]2[CH:20]=[C:19]([O:21][C:22]3[CH:27]=[CH:26][C:25]([C:28](=[NH:31])[NH:29][OH:30])=[C:24](F)[CH:23]=3)[C:13]3[CH2:14][C:15]([CH3:18])([CH3:17])[O:16][C:12]=3[CH:11]=2)=[O:9])=[N:3]1.C[N:34]1N=C(NC(C2C=C(OC3C=CC(C#N)=CC=3)C3CC(C)(C)OC=3C=2)=O)C=N1>>[CH3:6][N:2]1[N:3]=[C:4]([NH:7][C:8]([C:10]2[CH:20]=[C:19]([O:21][C:22]3[CH:23]=[CH:24][C:25]([C:28](=[NH:31])[NH:29][OH:30])=[CH:26][CH:27]=3)[C:13]3[CH2:14][C:15]([CH3:17])([CH3:18])[O:16][C:12]=3[CH:11]=2)=[O:9])[CH:5]=[N:34]1.